This data is from the Open Reaction Database (ORD), a public repository of structured organic reaction records. The task is: describe an organic reaction: reactants, conditions, products, and yield Starting materials: CCCN(CCC)c1cccc2nc(Sc3ccc(C)cc3C)sc12, ClCCl, [Na+], O=C([O-])O, O=C(OO)c1cccc(Cl)c1. Yields the product CCCN(CCC)c1cccc2nc(S(=O)c3ccc(C)cc3C)sc12. RXN SMILES: [CH3:12][c:13]1[c:14]([S:20][c:21]2[s:22][c:23]3[c:24]([n:25]2)[cH:26][cH:27][cH:28][c:29]3[N:30]([CH2:31][CH2:32][CH3:33])[CH2:34][CH2:35][CH3:36])[cH:15][cH:16][c:17]([CH3:19])[cH:18]1.[Cl:37][CH2:38][Cl:39].[Na+:44].[O-:40][C:41]([OH:42])=[O:43].[OH:1][O:2][C:3]([c:4]1[cH:5][c:6]([Cl:7])[cH:8][cH:9][cH:10]1)=[O:11]>>[O:1]=[S:20]([c:14]1[c:13]([CH3:12])[cH:18][c:17]([CH3:19])[cH:16][cH:15]1)[c:21]1[s:22][c:23]2[c:24]([n:25]1)[cH:26][cH:27][cH:28][c:29]2[N:30]([CH2:31][CH2:32][CH3:33])[CH2:34][CH2:35][CH3:36]. Starting materials: O[C@H]1C[C@@H]2CC[C@H]3[C@@H]4CC/C(=C/C)/[C@]4(CC([C@@H]3[C@]2(CC1)C)=NO)C ((Z)-3α-hydroxy-5α-pregn-17(20)-en-11-one oxime), Na, Na. Solvent: C(CC)O (propan-1-ol). Product: N[C@H]1[C@@H]2[C@]3(CC[C@H](C[C@@H]3CC[C@H]2[C@@H]2CC/C(=C/C)/[C@]2(C1)C)O)C ((Z)-11α-Amino-5α-pregn-17(20)-en-3α-ol). Yield: 39.0%. As a reaction SMILES: [OH:1][C@@H:2]1[CH2:20][CH2:19][C@@:18]2([CH3:21])[C@@H:4]([CH2:5][CH2:6][C@@H:7]3[C@@H:17]2[C:16](=[N:22]O)[CH2:15][C@@:14]2([CH3:24])[C@H:8]3[CH2:9][CH2:10]/[C:11]/2=[CH:12]/[CH3:13])[CH2:3]1>C(O)CC>[NH2:22][C@@H:16]1[CH2:15][C@@:14]2([CH3:24])[C@@H:8]([CH2:9][CH2:10]/[C:11]/2=[CH:12]/[CH3:13])[C@H:7]2[C@H:17]1[C@:18]1([CH3:21])[C@@H:4]([CH2:5][CH2:6]2)[CH2:3][C@H:2]([OH:1])[CH2:20][CH2:19]1. Procedure details: A solution of (Z)-3α-hydroxy-5α-pregn-17(20)-en-11-one oxime (9.638 g) in propan-1-ol (200 ml) was refluxed under N2 whilst Na (9.6 g) was added portionwise. When all of the Na had reacted, about 90 ml propan-1-ol was distilled and then the residue was poured into water, ice was added and the crystalline solid (9.19 g) was collected by filtration. A portion (6.17 g) was crystallised from ethanol-water to afford title compound (3.6 g), m.p. 118°-125°, [α]D +5.4°. Starting materials: ClC1=NC(=NC(=C1)Cl)N[C@@H](C)C1=CC=C(C=C1)F ((S)-4,6-dichloro-N-[1-(4-fluorophenyl)ethyl]pyrimidine-2-amine), C(CCC)[Sn](C1=CN=CS1)(CCCC)CCCC (5-(tributylstannyl)thiazole). RXN SMILES: Cl[C:2]1[CH:7]=[C:6]([Cl:8])[N:5]=[C:4]([NH:9][C@H:10]([C:12]2[CH:17]=[CH:16][C:15]([F:18])=[CH:14][CH:13]=2)[CH3:11])[N:3]=1.C([Sn](CCCC)(CCCC)[C:24]1[S:28][CH:27]=[N:26][CH:25]=1)CCC>C1C=CC([P]([Pd]([P](C2C=CC=CC=2)(C2C=CC=CC=2)C2C=CC=CC=2)([P](C2C=CC=CC=2)(C2C=CC=CC=2)C2C=CC=CC=2)[P](C2C=CC=CC=2)(C2C=CC=CC=2)C2C=CC=CC=2)(C2C=CC=CC=2)C2C=CC=CC=2)=CC=1>[Cl:8][C:6]1[CH:7]=[C:2]([C:24]2[S:28][CH:27]=[N:26][CH:25]=2)[N:3]=[C:4]([NH:9][C@H:10]([C:12]2[CH:17]=[CH:16][C:15]([F:18])=[CH:14][CH:13]=2)[CH3:11])[N:5]=1 |^1:40,42,61,80|. The reagents and catalysts are C=1C=CC(=CC1)[P](C=2C=CC=CC2)(C=3C=CC=CC3)[Pd]([P](C=4C=CC=CC4)(C=5C=CC=CC5)C=6C=CC=CC6)([P](C=7C=CC=CC7)(C=8C=CC=CC8)C=9C=CC=CC9)[P](C=1C=CC=CC1)(C=1C=CC=CC1)C=1C=CC=CC1 (tetrakis(triphenylphosphine)palladium). The product is ClC1=NC(=NC(=C1)C1=CN=CS1)N[C@@H](C)C1=CC=C(C=C1)F ((S)-4-chloro-N-[1-(4-fluorophenyl)ethyl]-6-(thiazol-5-yl)pyrimidine-2-amine). Run at temperature 100 celsius, time 5 hour. Isolated yield 52.3%. Procedure details: 286 mg of (S)-4,6-dichloro-N-[1-(4-fluorophenyl)ethyl]pyrimidine-2-amine (Reference Example 1), 411 mg of 5-(tributylstannyl)thiazole and 115 mg of tetrakis(triphenylphosphine)palladium were added in turn to degassed dimethylformamide, and then the mixture was stirred at 100° C. for 5 hours under argon atmosphere. The reaction solution was diluted with ethyl acetate. The solution was washed in turn with water and brine and then dried over magnesium sulfate. The solvent was distilled off under re...